Dataset: the Open Reaction Database (ORD), a public repository of structured organic reaction records. Task: describe an organic reaction: reactants, conditions, products, and yield Starting materials: COC(=O)C(C)CN(CC(F)(F)F)c1ccc(C#N)c(C(F)(F)F)c1, C1CCOC1, CO, [Na+], [OH-]. Product: CC(CN(CC(F)(F)F)c1ccc(C#N)c(C(F)(F)F)c1)C(=O)O. Reaction SMILES: [C:1](#[N:2])[c:3]1[c:4]([C:22]([F:23])([F:24])[F:25])[cH:5][c:6]([N:9]([CH2:10][CH:11]([C:12](=[O:13])[O:14][CH3:15])[CH3:16])[CH2:17][C:18]([F:19])([F:20])[F:21])[cH:7][cH:8]1.[CH2:28]1[O:29][CH2:30][CH2:31][CH2:32]1.[CH3:33][OH:34].[Na+:27].[OH-:26]>>[C:1](#[N:2])[c:3]1[c:4]([C:22]([F:23])([F:24])[F:25])[cH:5][c:6]([N:9]([CH2:10][CH:11]([C:12](=[O:13])[OH:14])[CH3:16])[CH2:17][C:18]([F:19])([F:20])[F:21])[cH:7][cH:8]1. The reactants are CC(CC)=O (2-butanone), C=1(C(=CC=CC1)S(=O)(=O)O)C (toluene sulfonic acid), C12C(CC(C=C1)C2)C=O (5-norbornene-2-carboxaldehyde), [OH-].[Na+] (sodium hydroxide), aldehyde, crude material. Solvent: O (water). Conditions: temperature 70 celsius, time 30 minute. The product is C12C=CC(C(C1)C=C(C(C)=O)C)C2 (4-(5-norbornenyl)-3-methyl-but-3-en-2-one). RXN SMILES: [CH3:1][C:2](=[O:5])[CH2:3][CH3:4].[CH:6]12[CH2:12][CH:9]([CH:10]=[CH:11]1)[CH2:8][CH:7]2[CH:13]=O.[OH-].[Na+].C1(C)C(S(O)(=O)=O)=CC=CC=1>O>[CH:9]12[CH2:12][CH:6]([CH:7]([CH:13]=[C:3]([CH3:4])[C:2](=[O:5])[CH3:1])[CH2:8]1)[CH:11]=[CH:10]2 |f:2.3|. Reported procedure: A mixture of 80 ml. of 2-butanone (1.1 moles), 61.1 grams (0.5 moles) of 5-norbornene-2-carboxaldehyde, and 250 ml. of water containing 6 ml. of 40% sodium hydroxide solution was stirred rapidly at 50°C. for 2 hours when most of the aldehyde had been consumed (as determined by infrared analysis) and an aldol had formed. Stirring was continued and the temperature was slowly raised to 70°C. and kept there for 30 minutes causing dehydration of 75% of the aldol. A small amount of toluene sulfonic ac... The reactants are N1=C(C=CC=C1)OCC1=CC=C(CC2=NOC(=C2)C=2C(=NC=CC2)N)C=C1 (3-(3-(4-(Pyridin-2-yloxymethyl)-benzyl)-isoxazol-5-yl)-pyridin-2-yl amine), C(C)S(=O)(=O)O (ethanesulfonic acid). The solvent is CO (methanol). Reaction conditions: temperature 60 celsius. Product: C(C)S(=O)(=O)O.N1=C(C=CC=C1)OCC1=CC=C(CC2=NOC(=C2)C=2C(=NC=CC2)N)C=C1 (3-(3-(4-(Pyridin-2-yloxymethyl)-benzyl)-isoxazol-5-yl)-pyridin-2-yl amine ethanesulfonate). As a reaction SMILES: [N:1]1[CH:6]=[CH:5][CH:4]=[CH:3][C:2]=1[O:7][CH2:8][C:9]1[CH:27]=[CH:26][C:12]([CH2:13][C:14]2[CH:18]=[C:17]([C:19]3[C:20]([NH2:25])=[N:21][CH:22]=[CH:23][CH:24]=3)[O:16][N:15]=2)=[CH:11][CH:10]=1.[CH2:28]([S:30]([OH:33])(=[O:32])=[O:31])[CH3:29]>CO>[CH2:28]([S:30]([OH:33])(=[O:32])=[O:31])[CH3:29].[N:1]1[CH:6]=[CH:5][CH:4]=[CH:3][C:2]=1[O:7][CH2:8][C:9]1[CH:27]=[CH:26][C:12]([CH2:13][C:14]2[CH:18]=[C:17]([C:19]3[C:20]([NH2:25])=[N:21][CH:22]=[CH:23][CH:24]=3)[O:16][N:15]=2)=[CH:11][CH:10]=1 |f:3.4|. Procedure details: 3-(3-(4-(Pyridin-2-yloxymethyl)-benzyl)-isoxazol-5-yl)-pyridin-2-yl amine (200 mg) was dissolved in methanol (5 mL), and ethanesulfonic acid (47.8 μL) was added thereto at room temperature. This mixed solution was concentrated under a reduced pressure. To the residue thereof was added ethanol, and subjected to ultrasound treatment. Thereafter, this mixture was heated further to 60° C, and then, cooled to 0° C. To this mixed solution was added tert-butoxy methyl ether (5 mL), and subjected to ult... The reactants are NCC(O)CN1CCC(Oc2ccc(Cl)c(Cl)c2)CC1, O=C(O)c1ccc2ncccc2c1. The product is O=C(NCC(O)CN1CCC(Oc2ccc(Cl)c(Cl)c2)CC1)c1ccc2ncccc2c1. RXN SMILES: [NH2:1][CH2:2][CH:3]([CH2:4][N:5]1[CH2:6][CH2:7][CH:8]([O:11][c:12]2[cH:13][c:14]([Cl:19])[c:15]([Cl:18])[cH:16][cH:17]2)[CH2:9][CH2:10]1)[OH:20].[n:21]1[cH:22][cH:23][cH:24][c:25]2[cH:26][c:27]([C:31](=[O:32])[OH:33])[cH:28][cH:29][c:30]12>>[NH:1]([CH2:2][CH:3]([CH2:4][N:5]1[CH2:6][CH2:7][CH:8]([O:11][c:12]2[cH:13][c:14]([Cl:19])[c:15]([Cl:18])[cH:16][cH:17]2)[CH2:9][CH2:10]1)[OH:20])[C:31]([c:27]1[cH:26][c:25]2[cH:24][cH:23][cH:22][n:21][c:30]2[cH:29][cH:28]1)=[O:32]. The reactants are CCOC(=O)c1ccnnc1NC(=O)Cc1c(F)cc(F)cc1F, C1CCOC1, C[Si](C)(C)[N-][Si](C)(C)C, [Na+]. Product: O=C1Nc2nnccc2C(=O)C1c1c(F)cc(F)cc1F. As a reaction SMILES: [CH2:1]([O:2][C:4](=[O:5])[c:6]1[c:7]([NH:12][C:13]([CH2:14][c:15]2[c:16]([F:23])[cH:17][c:18]([F:22])[cH:19][c:20]2[F:21])=[O:24])[n:8][n:9][cH:10][cH:11]1)[CH3:3].[CH2:35]1[O:36][CH2:37][CH2:38][CH2:39]1.[CH3:25][Si:26]([N-:27][Si:28]([CH3:29])([CH3:30])[CH3:31])([CH3:32])[CH3:33].[Na+:34]>>[C:4]1(=[O:5])[c:6]2[c:7]([n:8][n:9][cH:10][cH:11]2)[NH:12][C:13](=[O:24])[CH:14]1[c:15]1[c:16]([F:23])[cH:17][c:18]([F:22])[cH:19][c:20]1[F:21]. The reactants are NC1=C(C=CC=C1)C1CCN(CC1)C([C@@H](CC1=CC=C(C=C1)Cl)NC(=O)[C@H]1N(CC2=CC=CC=C2C1)C(=O)OC(C)(C)C)=O (tert-butyl 3-(N-{(1R)-2-[4-(2-aminophenyl)piperidyl]-1-[(4-chlorophenyl)methyl]-2-oxoethyl}carbamoyl)(3S)-1,2,3,4-tetrahydroisoquinoline-2-carboxylate), C1(=C(C(=CC(=C1)C)C)S(=O)(=O)Cl)C (2-mesitylenesulfonyl chloride), N1=CC=CC=C1 (pyridine). Run in ClCCCl (1,2-dichloroethane). Product: ClC1=CC=C(C=C1)C[C@H](C(N1CCC(CC1)C1=C(C=CC=C1)NS(=O)(=O)C1=C(C=C(C=C1C)C)C)=O)NC(=O)[C@H]1N(CC2=CC=CC=C2C1)C(=O)OC(C)(C)C (tert-Butyl 3-(N-{(1R)-1-[(4-chlorophenyl)-methyl]-2-oxo-2-[4-(2-{[(2,4,6-trimethylphenyl)-sulfonyl]-amino}phenyl)piperidyl]-ethyl}carbamoyl)(3S)-1,2,3,4-tetrahydroisoquinoline-2-carboxylate). The yield is 73.1%. Reaction SMILES: [NH2:1][C:2]1[CH:7]=[CH:6][CH:5]=[CH:4][C:3]=1[CH:8]1[CH2:13][CH2:12][N:11]([C:14](=[O:44])[C@H:15]([NH:24][C:25]([C@@H:27]2[CH2:36][C:35]3[C:30](=[CH:31][CH:32]=[CH:33][CH:34]=3)[CH2:29][N:28]2[C:37]([O:39][C:40]([CH3:43])([CH3:42])[CH3:41])=[O:38])=[O:26])[CH2:16][C:17]2[CH:22]=[CH:21][C:20]([Cl:23])=[CH:19][CH:18]=2)[CH2:10][CH2:9]1.[C:45]1([CH3:57])[CH:50]=[C:49]([CH3:51])[CH:48]=[C:47]([CH3:52])[C:46]=1[S:53](Cl)(=[O:55])=[O:54].N1C=CC=CC=1>ClCCCl>[Cl:23][C:20]1[CH:19]=[CH:18][C:17]([CH2:16][C@@H:15]([NH:24][C:25]([C@@H:27]2[CH2:36][C:35]3[C:30](=[CH:31][CH:32]=[CH:33][CH:34]=3)[CH2:29][N:28]2[C:37]([O:39][C:40]([CH3:41])([CH3:43])[CH3:42])=[O:38])=[O:26])[C:14](=[O:44])[N:11]2[CH2:12][CH2:13][CH:8]([C:3]3[CH:4]=[CH:5][CH:6]=[CH:7][C:2]=3[NH:1][S:53]([C:46]3[C:47]([CH3:52])=[CH:48][C:49]([CH3:51])=[CH:50][C:45]=3[CH3:57])(=[O:55])=[O:54])[CH2:9][CH2:10]2)=[CH:22][CH:21]=1. Procedure: The title compound was prepared according to the procedure described in Example 21 (Step a) by treating tert-butyl 3-(N-{(1R)-2-[4-(2-aminophenyl)piperidyl]-1-[(4-chlorophenyl)methyl]-2-oxoethyl}carbamoyl)(3S)-1,2,3,4-tetrahydroisoquinoline-2-carboxylate (Example 20) (154 mg, 0.25 mmol) with 2-mesitylenesulfonyl chloride (Aldrich) (55 mg, 0.25 mmol) and pyridine (0.03 mL, 0.375 mmol) in 1,2-dichloroethane (10 mL). Purification by silica gel chromatography (100% EtOAc) provided the title compound... Reactants: CC#N, CCOC(=O)Cl, ClCCl, Nc1ccc([N+](=O)[O-])c(N)c1, [Na+], O=C([O-])O, O. The product is CCOC(=O)Nc1ccc([N+](=O)[O-])c(N)c1. As a reaction SMILES: [CH3:24][C:25]#[N:26].[Cl:17][C:18](=[O:19])[O:20][CH2:21][CH3:22].[Cl:27][CH2:28][Cl:29].[N+:1](=[O:2])([O-:3])[c:4]1[c:5]([NH2:11])[cH:6][c:7]([NH2:10])[cH:8][cH:9]1.[Na+:16].[O-:12][C:13]([OH:14])=[O:15].[OH2:23]>>[N+:1](=[O:2])([O-:3])[c:4]1[c:5]([NH2:11])[cH:6][c:7]([NH:10][C:18](=[O:19])[O:20][CH2:21][CH3:22])[cH:8][cH:9]1. Starting materials: Cl.NCC(=O)NC(C1=CC=CC=C1)C1=CC=C(C=C1)Cl (rac-2-amino-N-[(4-chloro-phenyl)-phenyl-methyl]-acetamide hydrochloride), ClC1=CC(=C(C(=O)O)C=C1)C (4-chloro-2-methylbenzoic acid). The product is ClC1=CC(=C(C(=O)NCC(NC(C2=CC=CC=C2)C2=CC=C(C=C2)Cl)=O)C=C1)C (rac-4-Chloro-N-({[(4-chloro-phenyl)-phenyl-methyl]-carbamoyl}-methyl)-2-methyl-benzamide). As a reaction SMILES: Cl.[NH2:2][CH2:3][C:4]([NH:6][CH:7]([C:14]1[CH:19]=[CH:18][C:17]([Cl:20])=[CH:16][CH:15]=1)[C:8]1[CH:13]=[CH:12][CH:11]=[CH:10][CH:9]=1)=[O:5].[Cl:21][C:22]1[CH:30]=[CH:29][C:25]([C:26](O)=[O:27])=[C:24]([CH3:31])[CH:23]=1>>[Cl:21][C:22]1[CH:30]=[CH:29][C:25]([C:26]([NH:2][CH2:3][C:4](=[O:5])[NH:6][CH:7]([C:14]2[CH:19]=[CH:18][C:17]([Cl:20])=[CH:16][CH:15]=2)[C:8]2[CH:13]=[CH:12][CH:11]=[CH:10][CH:9]=2)=[O:27])=[C:24]([CH3:31])[CH:23]=1 |f:0.1|. Procedure: Prepared in analogy to example 1.12 from rac-2-amino-N-[(4-chloro-phenyl)-phenyl-methyl]-acetamide hydrochloride (Example 3.1) and 4-chloro-2-methylbenzoic acid. Starting materials: OCC=CCO, CO, O=C(C(=O)c1ccccc1)c1ccccc1, O=S(Cl)Cl. The product is O=C(c1ccccc1)C1(c2ccccc2)OCC=CCO1. Reaction SMILES: [CH2:23]([CH:24]=[CH:25][CH2:26][OH:27])[OH:28].[CH3:1][OH:2].[O:3]=[C:4]([C:5](=[O:6])[c:7]1[cH:8][cH:9][cH:10][cH:11][cH:12]1)[c:13]1[cH:14][cH:15][cH:16][cH:17][cH:18]1.[S:19]([Cl:20])([Cl:21])=[O:22]>>[O:3]=[C:4]([C:5]1([c:7]2[cH:8][cH:9][cH:10][cH:11][cH:12]2)[O:6][CH2:23][CH:24]=[CH:25][CH2:26][O:27]1)[c:13]1[cH:14][cH:15][cH:16][cH:17][cH:18]1. Starting materials: C(C)(C)(C)OC(=O)N[C@@H]1CN(CCC1)C1=C(C=NC=C1)NC(=O)C1=NC2=CC(=CC=C2C=C1NC(OCC1=CC=CC=C1)=O)C=O (benzyl (2-{[(4-{(3S)-3-[(tert-butoxycarbonyl)amino]piperidin-1-yl}pyridin-3-yl)amino]carbonyl}-7-formylquinolin-3-yl)carbamate), C1CCOC1 (THF), C1CCOC1 (THF). The solvent is CCOC(=O)C (EtOAc), Cl (HCl), C[Mg]Br (methylmagnesium bromide). Reaction conditions: temperature 0 celsius, time 1 hour. The product is C(C)(C)(C)OC(=O)N[C@@H]1CN(CCC1)C1=C(C=NC=C1)NC(=O)C1=NC2=CC(=CC=C2C=C1NC(OCC1=CC=CC=C1)=O)C(C)O (Benzyl [2-{[(4-{(3S)-3-[(tert-butoxycarbonyl)amino]piperidin-1-yl}pyridin-3-yl)amino]carbonyl}-7-(1-hydroxyethyl)quinolin-3-yl]carbamate). Isolated yield 98.0%. RXN SMILES: [C:1]([O:5][C:6]([NH:8][C@H:9]1[CH2:14][CH2:13][CH2:12][N:11]([C:15]2[CH:20]=[CH:19][N:18]=[CH:17][C:16]=2[NH:21][C:22]([C:24]2[C:33]([NH:34][C:35](=[O:44])[O:36][CH2:37][C:38]3[CH:43]=[CH:42][CH:41]=[CH:40][CH:39]=3)=[CH:32][C:31]3[C:26](=[CH:27][C:28]([CH:45]=[O:46])=[CH:29][CH:30]=3)[N:25]=2)=[O:23])[CH2:10]1)=[O:7])([CH3:4])([CH3:3])[CH3:2].[CH2:47]1COCC1>C[Mg]Br.CCOC(C)=O.Cl>[C:1]([O:5][C:6]([NH:8][C@H:9]1[CH2:14][CH2:13][CH2:12][N:11]([C:15]2[CH:20]=[CH:19][N:18]=[CH:17][C:16]=2[NH:21][C:22]([C:24]2[C:33]([NH:34][C:35](=[O:44])[O:36][CH2:37][C:38]3[CH:39]=[CH:40][CH:41]=[CH:42][CH:43]=3)=[CH:32][C:31]3[C:26](=[CH:27][C:28]([CH:45]([OH:46])[CH3:47])=[CH:29][CH:30]=3)[N:25]=2)=[O:23])[CH2:10]1)=[O:7])([CH3:4])([CH3:2])[CH3:3]. Procedure: To a mixture of benzyl (2-{[(4-{(3S)-3-[(tert-butoxycarbonyl)amino]piperidin-1-yl}pyridin-3-yl)amino]carbonyl}-7-formylquinolin-3-yl)carbamate (0.200 g, 0.320 mmol) in THF (5.0 mL), methylmagnesium bromide in THF (3.0 M, 0.43 mL, 1.3 mmol) was added slowly at 0° C. under nitrogen. The reaction mixture was stirred at 0° C. for 1 h, then allowed to warm to room temperature. The reaction mixture was then diluted with EtOAc (10 mL), and 1 M HCl was slowly added to adjust the pH to 7. The aqueous lay...